This data is from the Open Reaction Database (ORD), a public repository of structured organic reaction records. The task is: describe an organic reaction: reactants, conditions, products, and yield The reactants are NC1=C(C=C(C(=C1)OC)OC)N (1,2-diamino-4,5-dimethoxybenzene), diamine, C(C(=O)O)(=O)O (oxalic acid). Yields the product COC=1C=C2NC(C(NC2=CC1OC)=O)=O (6,7-dimethoxy-1,4-dihydroquinoxaline-2,3-dione). Reaction SMILES: [NH2:1][C:2]1[CH:7]=[C:6]([O:8][CH3:9])[C:5]([O:10][CH3:11])=[CH:4][C:3]=1[NH2:12].[C:13](O)(=[O:17])[C:14](O)=[O:15]>>[CH3:11][O:10][C:5]1[CH:4]=[C:3]2[C:2](=[CH:7][C:6]=1[O:8][CH3:9])[NH:1][C:14](=[O:15])[C:13](=[O:17])[NH:12]2. Reported procedure: 6,7-Dimethoxy-1,4-dihydroquinoxaline-2,3-dione was prepared from 1,2-dimethoxybenzene. Nitration of 1,2-dimethoxybenzene gave 1,2-dimethoxy-4,5-dinitrobenzene, which was reduced to 1,2-diamino-4,5-dimethoxybenzene. Condensation of the diamine with oxalic acid gave 6,7-dimethoxy-1,4-dihydroquinoxaline-2,3-dione.